Dataset: the Open Reaction Database (ORD), a public repository of structured organic reaction records. Task: describe an organic reaction: reactants, conditions, products, and yield Starting materials: CN(C(=O)Cl)c1ccccc1, Oc1ccc(-c2nc(CCl)cs2)cc1. Yields the product CN(C(=O)Oc1ccc(-c2nc(CCl)cs2)cc1)c1ccccc1. Reaction SMILES: [CH3:15][N:16]([C:17](=[O:18])[Cl:19])[c:20]1[cH:21][cH:22][cH:23][cH:24][cH:25]1.[Cl:1][CH2:2][c:3]1[n:4][c:5](-[c:8]2[cH:9][cH:10][c:11]([OH:14])[cH:12][cH:13]2)[s:6][cH:7]1>>[Cl:1][CH2:2][c:3]1[n:4][c:5](-[c:8]2[cH:9][cH:10][c:11]([O:14][C:17]([N:16]([CH3:15])[c:20]3[cH:21][cH:22][cH:23][cH:24][cH:25]3)=[O:18])[cH:12][cH:13]2)[s:6][cH:7]1. Reaction SMILES: [C:9](=[O:10])([O:11][CH2:12][c:13]1[cH:14][cH:15][cH:16][cH:17][cH:18]1)[NH:19][CH:20]([CH2:21][c:22]1[cH:23][cH:24][cH:25][cH:26][cH:27]1)[C:28](=[O:29])[NH:30][CH:31]([CH3:32])[C:33](=[O:34])[OH:35].[CH2:36]1[CH2:37][CH2:38][CH:39]([N:40]=[C:41]=[N:42][CH:43]2[CH2:44][CH2:45][CH2:46][CH2:47][CH2:48]2)[CH2:49][CH2:50]1.[NH2:1][c:2]1[n:3][c:4]([O:7][CH3:8])[n:5][s:6]1.[O:72]=[CH:73][N:74]([CH3:75])[CH3:76].[OH2:51].[OH:52][n:53]1[c:54]2[cH:55][cH:56][cH:57][cH:58][c:59]2[n:60][n:61]1.[OH:62][n:63]1[c:64]2[c:65]([cH:66][cH:67][cH:68][cH:69]2)[n:70][n:71]1>>[NH:1]([c:2]1[n:3][c:4]([O:7][CH3:8])[n:5][s:6]1)[C:33]([CH:31]([NH:30][C:28]([CH:20]([NH:19][C:9](=[O:10])[O:11][CH2:12][c:13]1[cH:14][cH:15][cH:16][cH:17][cH:18]1)[CH2:21][c:22]1[cH:23][cH:24][cH:25][cH:26][cH:27]1)=[O:29])[CH3:32])=[O:34]. The reactants are CC(NC(=O)C(Cc1ccccc1)NC(=O)OCc1ccccc1)C(=O)O, C(=NC1CCCCC1)=NC1CCCCC1, COc1nsc(N)n1, CN(C)C=O, O, On1nnc2ccccc21, On1nnc2ccccc21. Product: COc1nsc(NC(=O)C(C)NC(=O)C(Cc2ccccc2)NC(=O)OCc2ccccc2)n1. The reactants are O1C(COC2=CC=C(C(=O)CCC(=O)NC)C=C2)C1 (3-[4-(2,3-epoxypropoxy)benzoyl]-N-methylpropionamide), C(C)(C)N (isopropylamine). Run in CO (methanol). Product: OC(COC1=CC=C(C(=O)CCC(=O)NC)C=C1)CNC(C)C (3-[4-(2-hydroxy-3-isopropylaminopropoxy)benzoyl]-N-methylpropionamide). Yield: 97.9%. As a reaction SMILES: [O:1]1[CH2:19][CH:2]1[CH2:3][O:4][C:5]1[CH:18]=[CH:17][C:8]([C:9]([CH2:11][CH2:12][C:13]([NH:15][CH3:16])=[O:14])=[O:10])=[CH:7][CH:6]=1.[CH:20]([NH2:23])([CH3:22])[CH3:21]>CO>[OH:1][CH:2]([CH2:19][NH:23][CH:20]([CH3:22])[CH3:21])[CH2:3][O:4][C:5]1[CH:18]=[CH:17][C:8]([C:9]([CH2:11][CH2:12][C:13]([NH:15][CH3:16])=[O:14])=[O:10])=[CH:7][CH:6]=1. Procedure details: A mixture of 3-[4-(2,3-epoxypropoxy)benzoyl]-N-methylpropionamide (20 g, 0.076 mole), methanol (200 ml) and isopropylamine (36 ml, 0.42 mole) was heated under reflux for one hour. Evaporation under reduced pressure gave 3-[4-(2-hydroxy-3-isopropylaminopropoxy)benzoyl]-N-methylpropionamide (24 g, 97%, m.p. 139°-142° C). Crystallisation from water gave the pure amide, m.p. 140°-142° C.